Dataset: the Open Reaction Database (ORD), a public repository of structured organic reaction records. Task: describe an organic reaction: reactants, conditions, products, and yield Reactants: CN1CC[C@]23[C@@H]4C(=O)C=C[C@]2([C@@H]1CC5=C3C(=C(C=C5)O)O4)O (14-hydroxymorphinone), [H][H] (hydrogen), CN1CC[C@]23C4=C5C=CC(=C4O[C@H]2C(=CC=C3[C@H]1C5)OC)O (oripavine), ClC=1C=C(C(=O)OO)C=CC1 (meta-chloroperoxybenzoic acid), CN1CC[C@]23C4=C5C=CC(=C4O[C@H]2C(=CC=C3[C@H]1C5)OC)O (oripavine), CN1CC[C@]23[C@@H]4C(=O)C=C[C@]2([C@@H]1CC5=C3C(=C(C=C5)O)O4)O (14-hydroxymorphinone). The reagents and catalysts are [Pd] (Pd/C). Solvent: C(C)(=O)O (acetic acid). Reaction conditions: time 5 hour. Product: CN1CC[C@]23C=4C5=CC=C(C4O[C@H]2C(=O)CC[C@]3([C@H]1C5)O)O (oxymorphone). Yield: 95.0%. RXN SMILES: CN1[C@@H]2CC3C=CC(O)=C4O[C@H]5C(OC)=CC=C2[C@]5(C=34)CC1.ClC1C=C(C=CC=1)C(OO)=O.[CH3:34][N:35]1[C@H:45]2[CH2:46][C:47]3[CH:52]=[CH:51][C:50]([OH:53])=[C:49]4[O:54][C@H:39]5[C:40]([CH:42]=[CH:43][C@:44]2([OH:55])[C@:38]5([C:48]=34)[CH2:37][CH2:36]1)=[O:41].[H][H]>[Pd].C(O)(=O)C>[CH3:34][N:35]1[C@@H:45]2[CH2:46][C:47]3=[CH:52][CH:51]=[C:50]([OH:53])[C:49]4[O:54][C@H:39]5[C:40]([CH2:42][CH2:43][C@:44]2([OH:55])[C@:38]5([C:48]=43)[CH2:37][CH2:36]1)=[O:41]. Reported procedure: A mixture of CPS-O (6.92 g contains 76% (5.26 g, 17.7 mmol) of oripavine), meta-chloroperoxybenzoic acid (MCPBA, 4.30 g) and glacial acetic acid (52 ml) is stirred at room temperature for 5 hours. The amount of oripavine is then expected to be not more than 1% by HPLC analysis. To the resulting 14-hydroxymorphinone mixture is added 5% Pd/C (0.55 g) and hydrogenation proceeds at room temperature at 48 psig of hydrogen for about 18 hours. The amount of unreacted 14-hydroxymorphinone is expected to...